This data is from the Open Reaction Database (ORD), a public repository of structured organic reaction records. The task is: describe an organic reaction: reactants, conditions, products, and yield Starting materials: CC[SiH](CC)CC, CO, COc1ccc(C(=O)C(C)NC(=O)C(F)(F)F)cc1, [Na+], [OH-]. Yields the product COc1ccc(CC(C)NC(=O)C(F)(F)F)cc1. RXN SMILES: [CH2:20]([SiH:21]([CH2:22][CH3:23])[CH2:24][CH3:25])[CH3:26].[CH3:29][OH:30].[F:1][C:2]([C:3](=[O:4])[NH:5][CH:6]([C:7](=[O:8])[c:9]1[cH:10][cH:11][c:12]([O:15][CH3:16])[cH:13][cH:14]1)[CH3:17])([F:18])[F:19].[Na+:28].[OH-:27]>>[F:1][C:2]([C:3](=[O:4])[NH:5][CH:6]([CH2:7][c:9]1[cH:10][cH:11][c:12]([O:15][CH3:16])[cH:13][cH:14]1)[CH3:17])([F:18])[F:19]. The reactants are CCC(c1ccccc1[N+](=O)[O-])N(CC#N)C(=O)[O-], CCOC(=O)N1CC(N)=Nc2ccccc2C1. Product: CCOC(=O)N1CC(N)=Nc2ccccc2C1C. Reaction SMILES: [CH2:18]([CH:19]([N:20]([CH2:21][C:22]#[N:23])[C:24](=[O:25])[O-:26])[c:27]1[cH:28][cH:29][cH:30][cH:31][c:32]1[N+:33]([O-:34])=[O:35])[CH3:36].[CH2:1]([CH3:2])[O:3][C:4](=[O:5])[N:6]1[CH2:7][C:8]([NH2:17])=[N:9][c:10]2[c:11]([cH:13][cH:14][cH:15][cH:16]2)[CH2:12]1>>[CH2:1]([CH3:2])[O:3][C:4](=[O:5])[N:6]1[CH2:7][C:8]([NH2:17])=[N:9][c:10]2[c:11]([cH:13][cH:14][cH:15][cH:16]2)[CH:12]1[CH3:18].